Dataset: the Open Reaction Database (ORD), a public repository of structured organic reaction records. Task: describe an organic reaction: reactants, conditions, products, and yield Starting materials: C(C)(C)OC(C)C (diisopropyl ether), CN(C1=CC=CC=C1)C (N,N-dimethylaniline), P(Cl)(Cl)Cl (phosphorus trichloride), [I-].C(C1=CC=CC=C1)(C1=CC=CC=C1)(C1=CC=CC=C1)NC=1SC=C(N1)C(C(=O)NC1[C@@H]2N(C(=C(CS2=O)C([NH+]2CCCC2)C)C(=O)OC(C2=CC=CC=C2)C2=CC=CC=C2)C1=O)=NOC(F)F (benzhydryl 7-[2-(2-tritylaminothiazol-4-yl)-2-difluoromethoxyiminoacetamido]-3-(1-methyl-1-pyrrolidiniomethyl)-3-cephem-4-carboxylate-1-oxide iodide). Run in C(C)#N (acetonitrile). The product is [I-].C(C1=CC=CC=C1)(C1=CC=CC=C1)(C1=CC=CC=C1)NC=1SC=C(N1)C(C(=O)NC1[C@@H]2N(C(=C(CS2)C([NH+]2CCCC2)C)C(=O)OC(C2=CC=CC=C2)C2=CC=CC=C2)C1=O)=NOC(F)F (benzhydryl 7-[2-(2-tritylaminothiazol-4-yl)-2-difluoromethoxyiminoacetamido]-3-(1-methyl-1-pyrrolidiniomethyl)-3-cephem-4-carboxylate iodide). RXN SMILES: [I-:1].[C:2]([NH:21][C:22]1[S:23][CH:24]=[C:25]([C:27](=[N:64][O:65][CH:66]([F:68])[F:67])[C:28]([NH:30][CH:31]2[C:62](=[O:63])[N:33]3[C:34]([C:46]([O:48][CH:49]([C:56]4[CH:61]=[CH:60][CH:59]=[CH:58][CH:57]=4)[C:50]4[CH:55]=[CH:54][CH:53]=[CH:52][CH:51]=4)=[O:47])=[C:35]([CH:39]([CH3:45])[NH+:40]4[CH2:44][CH2:43][CH2:42][CH2:41]4)[CH2:36][S:37](=O)[C@H:32]23)=[O:29])[N:26]=1)([C:15]1[CH:20]=[CH:19][CH:18]=[CH:17][CH:16]=1)([C:9]1[CH:14]=[CH:13][CH:12]=[CH:11][CH:10]=1)[C:3]1[CH:8]=[CH:7][CH:6]=[CH:5][CH:4]=1.CN(C)C1C=CC=CC=1.P(Cl)(Cl)Cl.C(OC(C)C)(C)C>C(#N)C>[I-:1].[C:2]([NH:21][C:22]1[S:23][CH:24]=[C:25]([C:27](=[N:64][O:65][CH:66]([F:67])[F:68])[C:28]([NH:30][CH:31]2[C:62](=[O:63])[N:33]3[C:34]([C:46]([O:48][CH:49]([C:50]4[CH:51]=[CH:52][CH:53]=[CH:54][CH:55]=4)[C:56]4[CH:61]=[CH:60][CH:59]=[CH:58][CH:57]=4)=[O:47])=[C:35]([CH:39]([CH3:45])[NH+:40]4[CH2:41][CH2:42][CH2:43][CH2:44]4)[CH2:36][S:37][C@H:32]23)=[O:29])[N:26]=1)([C:15]1[CH:16]=[CH:17][CH:18]=[CH:19][CH:20]=1)([C:3]1[CH:8]=[CH:7][CH:6]=[CH:5][CH:4]=1)[C:9]1[CH:14]=[CH:13][CH:12]=[CH:11][CH:10]=1 |f:0.1,6.7|. Procedure details: A mixture of benzhydryl 7-[2-(2-tritylaminothiazol-4-yl)-2-difluoromethoxyiminoacetamido]-3-(1-methyl-1-pyrrolidiniomethyl)-3-cephem-4-carboxylate-1-oxide iodide (syn isomer) (1.45 g) and acetonitrile (14 ml) was stirred under cooling in an ice-bath, and N,N-dimethylaniline (490 mg) and phosphorus trichloride (555 mg) were added thereto. The mixture was stirred for one hour under cooling in an ice-bath, and then diisopropyl ether was added to the reaction mixture. The separated oil was triturate... The reactants are C(CCCCCCCCCCC)N1C(CCC1)=O (1-dodecyl-2-pyrrolidinone), C(C)(C)C1=C(C(=CC=C1)C(C)C)N=C=O (2,6-diisopropylphenyl isocyanate), C(C)(C)[N-]C(C)C.[Li+] (lithium diisopropylamide). Product: CC(C)C1=C(C(=CC=C1)C(C)C)NC(=O)C1C(N(CC1)CCCCCCCCCCCC)=O (N-[2,6-bis(1-methylethyl)phenyl]-1-dodecyl-2-oxo-3-pyrrolidine carboxamide). Reaction SMILES: [CH2:1]([N:13]1[CH2:17][CH2:16][CH2:15][C:14]1=[O:18])[CH2:2][CH2:3][CH2:4][CH2:5][CH2:6][CH2:7][CH2:8][CH2:9][CH2:10][CH2:11][CH3:12].[CH:19]([C:22]1[CH:27]=[CH:26][CH:25]=[C:24]([CH:28]([CH3:30])[CH3:29])[C:23]=1[N:31]=[C:32]=[O:33])([CH3:21])[CH3:20].C([N-]C(C)C)(C)C.[Li+]>>[CH3:21][CH:19]([C:22]1[CH:27]=[CH:26][CH:25]=[C:24]([CH:28]([CH3:29])[CH3:30])[C:23]=1[NH:31][C:32]([CH:15]1[CH2:16][CH2:17][N:13]([CH2:1][CH2:2][CH2:3][CH2:4][CH2:5][CH2:6][CH2:7][CH2:8][CH2:9][CH2:10][CH2:11][CH3:12])[C:14]1=[O:18])=[O:33])[CH3:20] |f:2.3|. Procedure details: The title compound was prepared from 1-dodecyl-2-pyrrolidinone (5.0 g, 0.019 mol), 2,6-diisopropylphenyl isocyanate (4.01 g, 0.019 mol) and lithium diisopropylamide (0.019 mol) using the procedure described in Example 1. The reactants are NC=1C(=CC2=CC=CC=C2C1)C(=O)O (3-amino-2-naphthoic acid), N(=O)[O-].[Na+] (NaNO2), Cl[Sn]Cl.O (SnCl2·H2O). Run in Cl (HCl), O (water). Conditions: time 1 hour. Yields the product N(N)C=1C(=CC2=CC=CC=C2C1)C(=O)O (3-Hydrazino-2-naphthoic acid). As a reaction SMILES: [NH2:1][C:2]1[C:3]([C:12]([OH:14])=[O:13])=[CH:4][C:5]2[C:10]([CH:11]=1)=[CH:9][CH:8]=[CH:7][CH:6]=2.[N:15]([O-])=O.[Na+].Cl[Sn]Cl.O>Cl.O>[NH:1]([C:2]1[C:3]([C:12]([OH:14])=[O:13])=[CH:4][C:5]2[C:10]([CH:11]=1)=[CH:9][CH:8]=[CH:7][CH:6]=2)[NH2:15] |f:1.2,3.4|. Procedure: To 3-amino-2-naphthoic acid (15 g, 66.8 mmol) in conc. HCl (100 ml) and water (100 ml) at 0° C. was added NaNO2 (9.22 g, 69 mmol) in 1 g portions while maintaing the reaction temperature below 0° C. After 30 min below 0° C., SnCl2·H2O (75 g) was added in portions over 20 min. The ice bath was removed and stirred at ambient temperature for 1 h. Reaction was filtered and the filter cake washed with water and air dried. The crude material containing tin (II) salts was used as is and gave a mp>300° ... The reactants are ClCCl, O=[N+]([O-])c1cc(C(F)(F)F)ccc1C(O)c1cnoc1C1CC1, ClP(Cl)Cl. Yields the product O=[N+]([O-])c1cc(C(F)(F)F)ccc1C(Cl)c1cnoc1C1CC1. RXN SMILES: [Cl:28][CH2:29][Cl:30].[OH:1][CH:2]([c:3]1[cH:4][n:5][o:6][c:7]1[CH:8]1[CH2:9][CH2:10]1)[c:11]1[c:12]([N+:21](=[O:22])[O-:23])[cH:13][c:14]([C:17]([F:18])([F:19])[F:20])[cH:15][cH:16]1.[P:24]([Cl:25])([Cl:26])[Cl:27]>>[CH:2]([c:3]1[cH:4][n:5][o:6][c:7]1[CH:8]1[CH2:9][CH2:10]1)([c:11]1[c:12]([N+:21](=[O:22])[O-:23])[cH:13][c:14]([C:17]([F:18])([F:19])[F:20])[cH:15][cH:16]1)[Cl:25]. Procedure: To a solution of 4.72 g of the compound obtained in Step 3 in 100 ml of methanol was added 40 ml of IN HCl solution, and the resulting mixture was stirred for 6 hours. After the reaction was completed, the reaction solution was neutralized with sodium hydrogen carbonate solution, distilled under reduced pressure to remove methanol therefrom, and extracted with ethyl acetate. The organic phase was dried over anhydrous magnesium sulfate and concentrated under reduced pressure, and the residue thus... The reactants are N(=[N+]=[N-])CC(C#N)(CCOC1OCCCC1)C1=NC=CC=C1 (2-azidomethyl-2-(pyridin-2-yl)-4-(tetrahydropyran-2-yloxy)butyronitrile), C(O)([O-])=O.[Na+] (sodium hydrogen carbonate). Conditions: time 6 hour. Yield: 95.2%. As a reaction SMILES: [N:1]([CH2:4][C:5]([C:17]1[CH:22]=[CH:21][CH:20]=[CH:19][N:18]=1)([CH2:8][CH2:9][O:10]C1CCCCO1)[C:6]#[N:7])=[N+:2]=[N-:3].C(=O)([O-])O.[Na+]>CO.Cl>[N:1]([CH2:4][C:5]([C:17]1[CH:22]=[CH:21][CH:20]=[CH:19][N:18]=1)([CH2:8][CH2:9][OH:10])[C:6]#[N:7])=[N+:2]=[N-:3] |f:1.2|. Solvent: CO (methanol), Cl (HCl). Product: N(=[N+]=[N-])CC(C#N)(CCO)C1=NC=CC=C1 (2-azidomethyl-2-(pyridin-2-yl)-4-hydroxybutyronitrile). Reactants: Clc1ccc(CBr)cc1, O=[N+]([O-])c1ccccn1, Nc1ccccn1, O, O=[N+]([O-])c1ccc(O)cn1, O=[N+]([O-])c1ncccc1O. Reaction SMILES: [Cl:38][c:39]1[cH:40][cH:41][c:42]([CH2:43][Br:44])[cH:45][cH:46]1.[N+:19]([c:20]1[cH:21][cH:22][cH:23][cH:24][n:25]1)([O-:26])=[O:27].[NH2:1][c:2]1[cH:3][cH:4][cH:5][cH:6][n:7]1.[O:8].[OH:28][c:29]1[cH:30][cH:31][c:32]([N+:35](=[O:36])[O-:37])[n:33][cH:34]1.[OH:9][c:10]1[c:11]([N+:12]([O-:13])=[O:14])[n:15][cH:16][cH:17][cH:18]1>>[O:28]([c:29]1[cH:30][cH:31][c:32]([N+:35](=[O:36])[O-:37])[n:33][cH:34]1)[CH2:43][c:42]1[cH:41][cH:40][c:39]([Cl:38])[cH:46][cH:45]1. The product is O=[N+]([O-])c1ccc(OCc2ccc(Cl)cc2)cn1.